This data is from the Open Reaction Database (ORD), a public repository of structured organic reaction records. The task is: describe an organic reaction: reactants, conditions, products, and yield Starting materials: CC(C#C)O (3-Butine-2-ol), C1(=CC=CC2=CC=CC=C12)N (1-napthylamine), C(CO)O (ethylene glycol). Reagents/catalysts: [C-]#[O+].[C-]#[O+].[C-]#[O+].[C-]#[O+].[C-]#[O+].[C-]#[O+].[C-]#[O+].[C-]#[O+].[C-]#[O+].[C-]#[O+].[C-]#[O+].[C-]#[O+].[Ru].[Ru].[Ru] (Ru3(CO)12), F[P-](F)(F)(F)(F)F.[NH4+] (ammonium hexafluorophosphate). The solvent is C(C)OCC (diethyl ether). Reaction conditions: temperature 140 celsius, time 20 hour. Product: CC=1NC2=C3C(=CC=C2C1C)C=CC=C3 (2,3-dimethylbenzo[g]indole). Yield: 95.0%. Reaction SMILES: [CH3:1][CH:2](O)[C:3]#[CH:4].[C:6]1([NH2:16])[C:15]2[C:10](=[CH:11][CH:12]=[CH:13][CH:14]=2)[CH:9]=[CH:8][CH:7]=1.C(O)CO>[C-]#[O+].[C-]#[O+].[C-]#[O+].[C-]#[O+].[C-]#[O+].[C-]#[O+].[C-]#[O+].[C-]#[O+].[C-]#[O+].[C-]#[O+].[C-]#[O+].[C-]#[O+].[Ru].[Ru].[Ru].F[P-](F)(F)(F)(F)F.[NH4+].C(OCC)C>[CH3:1][C:2]1[NH:16][C:6]2[C:7]([C:3]=1[CH3:4])=[CH:8][CH:9]=[C:10]1[CH:11]=[CH:12][CH:13]=[CH:14][C:15]=21 |f:3.4.5.6.7.8.9.10.11.12.13.14.15.16.17,18.19|. Procedure: 3-Butine-2-ol (0.631 g, 9 mmol), 1-napthylamine (0.859 g, 6 mmol), Ru3(CO)12 (16.0 mg, 0.025 mmol), ammonium hexafluorophosphate (0.041 g, 0.25 mmol) and 1 ml ethylene glycol were placed in a 10 ml round-bottomed flask, and the mixture was stirred at 140° C. for 20 hours. After cooling, diethyl ether (3 mL) was added, and the organic layer was washed twice with 1 M hydrochloric acid (2 mL) and once with water (2 mL). The organic layer was dried over sodium sulfate, and the solvent was distilled ... Reactants: BrC1=C2C=CC=NC2=C(C=C1)C(Br)Br (5-Bromo-8-(dibromomethyl)quinoline), CC(=O)C (Acetone). The reagents and catalysts are [N+](=O)([O-])[O-].[Ag+] (Silvernitrate). Solvent: O (Water). Conditions: time 6 hour. Yields the product BrC1=C2C=CC=NC2=C(C=C1)C=O (5-Bromoquinoline-8-carbaldehyde), solid. Yield: 32.0%. RXN SMILES: [Br:1][C:2]1[CH:11]=[CH:10][C:9]([CH:12](Br)Br)=[C:8]2[C:3]=1[CH:4]=[CH:5][CH:6]=[N:7]2.CC(C)=[O:17]>O.[N+]([O-])([O-])=O.[Ag+]>[Br:1][C:2]1[CH:11]=[CH:10][C:9]([CH:12]=[O:17])=[C:8]2[C:3]=1[CH:4]=[CH:5][CH:6]=[N:7]2 |f:3.4|. Procedure details: To a solution of 5-Bromo-8-(dibromomethyl)quinoline (75 g, 0.197 mol) in Acetone (400 ml), Water (100 ml) was added Silvernitrate (75 g) at 0° C. in lots for 10 min and this reaction mixture was stirred at RT for 6 h. The reaction completion was confirmed by TLC. After completion of reaction the reaction mixture was filtered and the filterate was extracted with MTBE (1000 ml). The organic layer was washed with 10% NaHCO3 solution water, brine and the organic layer was dried over sodium sulphate ...